From a dataset of the Open Reaction Database (ORD), a public repository of structured organic reaction records. describe an organic reaction: reactants, conditions, products, and yield Reaction SMILES: [Br:18][Mg:19][c:20]1[cH:21][cH:22][cH:23][cH:24][cH:25]1.[CH2:1]1[N:2]=[C:3]([C:10](=[O:11])[c:12]2[cH:13][cH:14][cH:15][cH:16][cH:17]2)[N:4]2[CH:5]1[CH2:6][CH2:7][CH2:8][CH2:9]2.[CH3:29][CH2:30][OH:31].[Cl-:26].[NH4+:27].[NH4+:28]>>[CH2:1]1[N:2]=[C:3]([C:10]([OH:11])([c:12]2[cH:13][cH:14][cH:15][cH:16][cH:17]2)[c:20]2[cH:21][cH:22][cH:23][cH:24][cH:25]2)[N:4]2[CH:5]1[CH2:6][CH2:7][CH2:8][CH2:9]2. Starting materials: Br[Mg]c1ccccc1, O=C(C1=NCC2CCCCN12)c1ccccc1, CCO, [Cl-], [NH4+], [NH4+]. The product is OC(C1=NCC2CCCCN12)(c1ccccc1)c1ccccc1. Reactants: CC(C)(C)c1cccc(C=O)c1O, CO, CCC(N)CO. The product is CCC(CO)N=Cc1cccc(C(C)(C)C)c1O. As a reaction SMILES: [C:7]([CH3:8])([CH3:9])([CH3:10])[c:11]1[c:12]([OH:19])[c:13]([CH:14]=[O:15])[cH:16][cH:17][cH:18]1.[CH3:20][OH:21].[NH2:1][CH:2]([CH2:3][OH:4])[CH2:5][CH3:6]>>[N:1]([CH:2]([CH2:3][OH:4])[CH2:5][CH3:6])=[CH:14][c:13]1[c:12]([OH:19])[c:11]([C:7]([CH3:8])([CH3:9])[CH3:10])[cH:18][cH:17][cH:16]1. Reactants: solution, S1C=CC=C1 (thiophene), FC1=CC=C(OCCCN2CC(C(CC2)=O)OC)C=C1 (1-[3-(4-fluorophenoxy)propyl]-3-methoxy-4-piperidinone), FC1=CC=C(OCCCN2CC(C(CC2)=O)OC)C=C1 (1-[3-(4-fluorophenoxy)propyl]-3-methoxy-4-piperidinone), C(C1=CC=CC=C1)N (benzylamine). The reagents and catalysts are [Pd] (Pd). Run in C1CCOC1 (THF). Yields the product FC1=CC=C(OCCCN2CC(C(CC2)N)OC)C=C1 (1-[3-(4-fluorophenoxy)-propyl]-3-methoxy-4-piperidinamine). As a reaction SMILES: [F:1][C:2]1[CH:20]=[CH:19][C:5]([O:6][CH2:7][CH2:8][CH2:9][N:10]2[CH2:15][CH2:14][C:13](=O)[CH:12]([O:17][CH3:18])[CH2:11]2)=[CH:4][CH:3]=1.C([NH2:28])C1C=CC=CC=1.S1C=CC=C1>C1COCC1.[Pd]>[F:1][C:2]1[CH:20]=[CH:19][C:5]([O:6][CH2:7][CH2:8][CH2:9][N:10]2[CH2:15][CH2:14][CH:13]([NH2:28])[CH:12]([O:17][CH3:18])[CH2:11]2)=[CH:4][CH:3]=1. Procedure: A mixture of 1-[3-(4-fluorophenoxy)-propyl]-3-methoxy-4-piperidinone (140 mg, intermediate 1), benzylamine (61 mg), Pd 10% on charcoal (100 mg) and a 0.02% solution of thiophene in THF was reacted under hydrogen gas for 3 hours at 50° C. The catalyst was filtered off and fresh palladium 10% on charcoal (100 mg) was added. Debenzylation of the formed intermediate took place under hydrogen atmosphere for 18 hours at 50° C. The reaction mixture was filtered and evaporated under a gentle stream of n... The reactants are C(C)OC(CCC=1C=NC(=CC1)Br)=O (3-(6-bromopyridin-3-yl)propionic acid ethyl ester), FC1=C(C=CC=C1)B(O)O (2-fluorophenylboronic acid), C1(=CC=CC=C1)P(C1=CC=CC=C1)C1=CC=CC=C1 (triphenylphosphane), C([O-])([O-])=O.[Na+].[Na+] (sodium carbonate). Reagents/catalysts: C(C)(=O)[O-].[Pd+2].C(C)(=O)[O-] (palladium acetate). Run in C(C)O (ethanol), C1(=CC=CC=C1)C (toluene), O (water). The product is C(C)OC(CCC=1C=NC(=CC1)C1=C(C=CC=C1)F)=O (3-(6-(2-Fluorophenyl)pyridin-3-yl)propionic acid ethyl ester). RXN SMILES: [CH2:1]([O:3][C:4](=[O:14])[CH2:5][CH2:6][C:7]1[CH:8]=[N:9][C:10](Br)=[CH:11][CH:12]=1)[CH3:2].[F:15][C:16]1[CH:21]=[CH:20][CH:19]=[CH:18][C:17]=1B(O)O.C1(P(C2C=CC=CC=2)C2C=CC=CC=2)C=CC=CC=1.C(=O)([O-])[O-].[Na+].[Na+]>C([O-])(=O)C.[Pd+2].C([O-])(=O)C.O.C(O)C.C1(C)C=CC=CC=1>[CH2:1]([O:3][C:4](=[O:14])[CH2:5][CH2:6][C:7]1[CH:8]=[N:9][C:10]([C:17]2[CH:18]=[CH:19][CH:20]=[CH:21][C:16]=2[F:15])=[CH:11][CH:12]=1)[CH3:2] |f:3.4.5,6.7.8|. Procedure details: A mixture of 1000 mg (3.87 mmol) of 3-(6-bromopyridin-3-yl)propionic acid ethyl ester, 596.3 mg (4.26 mmol) of 2-fluorophenylboronic acid, 43.5 mg (0.19 mmol) of palladium acetate, 101.6 mg (0.38 mmol) of triphenylphosphane, 3.88 ml of a 1M sodium carbonate solution, 23 ml of toluene and 6 ml of ethanol was heated under reflux for 5 h and, after cooling, poured into water. The resulting mixture was extracted with ethyl acetate. The organic phase was separated and concentrated, and the residue wa...